This data is from the Open Reaction Database (ORD), a public repository of structured organic reaction records. The task is: describe an organic reaction: reactants, conditions, products, and yield The reactants are Cc1ccccc1, NCc1ccc(Cl)cc1, CCOC(=O)c1noc2ccc(I)cc2c1=O. Yields the product O=C(NCc1ccc(Cl)cc1)c1noc2ccc(I)cc2c1=O. RXN SMILES: [CH3:27][c:28]1[cH:29][cH:30][cH:31][cH:32][cH:33]1.[Cl:18][c:19]1[cH:20][cH:21][c:22]([CH2:23][NH2:24])[cH:25][cH:26]1.[I:1][c:2]1[cH:3][cH:4][c:5]2[c:6]([c:7](=[O:16])[c:8]([C:11]([O:13][CH2:12][CH3:14])=[O:15])[n:9][o:10]2)[cH:17]1>>[I:1][c:2]1[cH:3][cH:4][c:5]2[c:6]([c:7](=[O:16])[c:8]([C:11](=[O:13])[NH:24][CH2:23][c:22]3[cH:21][cH:20][c:19]([Cl:18])[cH:26][cH:25]3)[n:9][o:10]2)[cH:17]1. Reactants: C1(=CC=CC=C1)C1(CC1)C=1C=NC(=NC1)N1CCN(CC1)C(=O)OC(C)(C)C (tert-butyl 4-(5-(1-phenylcyclopropyl)pyrimidin-2-yl)piperazine-1-carboxylate), Cl.O1CCOCC1 (HCl dioxane). The solvent is O1CCOCC1 (dioxane). Reaction conditions: time 8 hour. Yields the product C1(=CC=CC=C1)C1(CC1)C=1C=NC(=NC1)N1CCNCC1 (5-(1-phenylcyclopropyl)-2-(piperazin-1-yl)pyrimidin). Reaction SMILES: [C:1]1([C:7]2([C:10]3[CH:11]=[N:12][C:13]([N:16]4[CH2:21][CH2:20][N:19](C(OC(C)(C)C)=O)[CH2:18][CH2:17]4)=[N:14][CH:15]=3)[CH2:9][CH2:8]2)[CH:6]=[CH:5][CH:4]=[CH:3][CH:2]=1.Cl.O1CCOCC1>O1CCOCC1>[C:1]1([C:7]2([C:10]3[CH:15]=[N:14][C:13]([N:16]4[CH2:21][CH2:20][NH:19][CH2:18][CH2:17]4)=[N:12][CH:11]=3)[CH2:9][CH2:8]2)[CH:6]=[CH:5][CH:4]=[CH:3][CH:2]=1 |f:1.2|. Procedure details: To a solution of tert-butyl 4-(5-(1-phenylcyclopropyl)pyrimidin-2-yl)piperazine-1-carboxylate (30 mg, 0.08 mmol) in dioxane (2 mL) was added 4 M HCl-dioxane (2 mL). The reaction mixture was stirred at room temperature overnight and then concentrated to afford crude 5-(1-phenylcyclopropyl)-2-(piperazin-1-yl)pyrimidin. MS (ES+) C17H20N4 requires: 280, found: 281 [M+H]+. The reagents and catalysts are C=1C=CC(=CC1)[P](C=2C=CC=CC2)(C=3C=CC=CC3)[Pd]([P](C=4C=CC=CC4)(C=5C=CC=CC5)C=6C=CC=CC6)([P](C=7C=CC=CC7)(C=8C=CC=CC8)C=9C=CC=CC9)[P](C=1C=CC=CC1)(C=1C=CC=CC1)C=1C=CC=CC1 (Pd(PPh3)4), [Cu]I (copper (I) iodide). Product: COC1=C(C(=NC(=N1)N1CCOCC1)N[C@H]1CN(CCC1)C(=O)OC(C)(C)C)C=1SC2=C(N1)C=C(C=C2)C (tert-butyl (3R)-3-[[6-methoxy-5-(5-methyl-1,3-benzothiazol-2-yl)-2-(morpholin-4-yl)pyrimidin-4-yl]amino]piperidine-1-carboxylate). Reported procedure: Following the same procedure as in step 3 of Example 337 using 5-methyl-1,3-benzothiazole (52.2 mg, 0.35 mmol, 1.80 equiv), tert-butyl (3R)-3-[[5-iodo-6-methoxy-2-(morpholin-4-yl)pyrimidin-4-yl]amino]piperidine-1-carboxylate (100.0 mg, 0.19 mmol, 1.00 equiv), cesium Carbonate (0.37 g, 6.00 equiv), Pd(PPh3)4 (40.4 mg, 0.03 mmol, 0.18 equiv) and copper (I) iodide (6.7 mg, 0.09 mmol, 0.18 equiv) in DMF (6 mL). The crude product was purified by chromatography on a silica gel column eluting with petr... As a reaction SMILES: [CH3:1][C:2]1[CH:3]=[CH:4][C:5]2[S:9][CH:8]=[N:7][C:6]=2[CH:10]=1.I[C:12]1[C:13]([NH:26][C@@H:27]2[CH2:32][CH2:31][CH2:30][N:29]([C:33]([O:35][C:36]([CH3:39])([CH3:38])[CH3:37])=[O:34])[CH2:28]2)=[N:14][C:15]([N:20]2[CH2:25][CH2:24][O:23][CH2:22][CH2:21]2)=[N:16][C:17]=1[O:18][CH3:19].C(=O)([O-])[O-].[Cs+].[Cs+]>CN(C=O)C.C1C=CC([P]([Pd]([P](C2C=CC=CC=2)(C2C=CC=CC=2)C2C=CC=CC=2)([P](C2C=CC=CC=2)(C2C=CC=CC=2)C2C=CC=CC=2)[P](C2C=CC=CC=2)(C2C=CC=CC=2)C2C=CC=CC=2)(C2C=CC=CC=2)C2C=CC=CC=2)=CC=1.[Cu]I>[CH3:19][O:18][C:17]1[N:16]=[C:15]([N:20]2[CH2:25][CH2:24][O:23][CH2:22][CH2:21]2)[N:14]=[C:13]([NH:26][C@@H:27]2[CH2:32][CH2:31][CH2:30][N:29]([C:33]([O:35][C:36]([CH3:39])([CH3:38])[CH3:37])=[O:34])[CH2:28]2)[C:12]=1[C:8]1[S:9][C:5]2[CH:4]=[CH:3][C:2]([CH3:1])=[CH:10][C:6]=2[N:7]=1 |f:2.3.4,^1:54,56,75,94|. The reactants are CC=1C=CC2=C(N=CS2)C1 (5-methyl-1,3-benzothiazole), IC=1C(=NC(=NC1OC)N1CCOCC1)N[C@H]1CN(CCC1)C(=O)OC(C)(C)C (tert-butyl (3R)-3-[[5-iodo-6-methoxy-2-(morpholin-4-yl)pyrimidin-4-yl]amino]piperidine-1-carboxylate), C([O-])([O-])=O.[Cs+].[Cs+] (cesium Carbonate). The solvent is CN(C)C=O (DMF). Reaction SMILES: [Br:1][CH2:2][c:3]1[cH:4][cH:5][c:6]([CH2:9][CH2:10][n:11]2[c:12](=[O:26])[cH:13][c:14]([O:17][CH2:18][c:19]3[cH:20][cH:21][c:22]([F:25])[cH:23][cH:24]3)[cH:15][cH:16]2)[cH:7][cH:8]1.[CH2:27]1[CH2:28][CH2:29][NH:30][CH2:31]1.[O:32]=[CH:33][N:34]([CH3:35])[CH3:36]>>[CH2:2]([c:3]1[cH:4][cH:5][c:6]([CH2:9][CH2:10][n:11]2[c:12](=[O:26])[cH:13][c:14]([O:17][CH2:18][c:19]3[cH:20][cH:21][c:22]([F:25])[cH:23][cH:24]3)[cH:15][cH:16]2)[cH:7][cH:8]1)[N:30]1[CH2:29][CH2:28][CH2:27][CH2:31]1. Yields the product O=c1cc(OCc2ccc(F)cc2)ccn1CCc1ccc(CN2CCCC2)cc1. Starting materials: O=c1cc(OCc2ccc(F)cc2)ccn1CCc1ccc(CBr)cc1, C1CCNC1, CN(C)C=O. Reactants: C(CCC)S(=O)(=O)N1C(=NC(=C(C1C1=CC(=CC=C1)[N+](=O)[O-])C(=O)OCC)C)SCC1=CC=C(C=C1)OC (1-(Butylsulfonyl)-1, 6-dihydro-2-[[(4-methoxyphenyl) methyl]thio]-4-methyl-6-(3-nitrophenyl)-5-pyrimidinecarboxylic acid, ethyl ester), FC(C(=O)O)(F)F (trifluoroacetic acid), C(C)S (ethanethiol). Solvent: ClCCl (dichloromethane). Product: C(C)(C)OC(C)C (isopropyl ether), C(CCC)S(=O)(=O)N1C(NC(=C(C1C1=CC(=CC=C1)[N+](=O)[O-])C(=O)OCC)C)=S (3-(Butylsulfonyl)-1, 2, 3, 4-tetrahydro-6-methyl4-(3-nitrophenyl)-2-thioxo-5-pyrimidinecarboxylic acid, ethyl ester). Isolated yield 106.8%. Reaction SMILES: [CH2:1]([S:5]([N:8]1[CH:13]([C:14]2[CH:19]=[CH:18][CH:17]=[C:16]([N+:20]([O-:22])=[O:21])[CH:15]=2)[C:12]([C:23]([O:25][CH2:26][CH3:27])=[O:24])=[C:11]([CH3:28])[N:10]=[C:9]1[S:29]CC1C=CC(OC)=CC=1)(=[O:7])=[O:6])[CH2:2][CH2:3][CH3:4].F[C:40](F)(F)[C:41]([OH:43])=O.[CH2:46](S)C>ClCCl>[CH:2]([O:43][CH:41]([CH3:40])[CH3:46])([CH3:3])[CH3:1].[CH2:1]([S:5]([N:8]1[CH:13]([C:14]2[CH:19]=[CH:18][CH:17]=[C:16]([N+:20]([O-:22])=[O:21])[CH:15]=2)[C:12]([C:23]([O:25][CH2:26][CH3:27])=[O:24])=[C:11]([CH3:28])[NH:10][C:9]1=[S:29])(=[O:7])=[O:6])[CH2:2][CH2:3][CH3:4]. Reported procedure: A solution of 0.80 g (0.0014 mole) of 1-(Butylsulfonyl)-1, 6-dihydro-2-[[(4-methoxyphenyl) methyl]thio]-4-methyl-6-(3-nitrophenyl)-5-pyrimidinecarboxylic acid, ethyl ester, 0.52 ml (0.0057 mole) of trifluoroacetic acid and 0.21 g (0.0032 mole) of ethanethiol in 15 ml of dichloromethane was stirred at room temperature for 24 hours. The solvent was evaporated, and the residue was flash chromatographed using ethyl acetate/ hexane (1:4) to give an oil which solidified very slowly. Trituration with i... The reactants are BrC=1C=C(C(=NC1)Cl)[N+](=O)[O-] (5-bromo-2-chloro-3-nitropyridine), CC1(CNCCO1)C (2,2-dimethylmorpholine). The solvent is CS(=O)C (DMSO), O (water). Conditions: temperature 60 celsius, time 2.5 hour. Yields the product BrC=1C=C(C(=NC1)N1CC(OCC1)(C)C)[N+](=O)[O-] (4-(5-bromo-3-nitropyridin-2-yl)-2,2-dimethylmorpholine). RXN SMILES: [Br:1][C:2]1[CH:3]=[C:4]([N+:9]([O-:11])=[O:10])[C:5](Cl)=[N:6][CH:7]=1.[CH3:12][C:13]1([CH3:19])[O:18][CH2:17][CH2:16][NH:15][CH2:14]1>CS(C)=O.O>[Br:1][C:2]1[CH:3]=[C:4]([N+:9]([O-:11])=[O:10])[C:5]([N:15]2[CH2:16][CH2:17][O:18][C:13]([CH3:19])([CH3:12])[CH2:14]2)=[N:6][CH:7]=1. Reported procedure: To a 100 mL round bottom flask containing 5-bromo-2-chloro-3-nitropyridine (2.00 g, 8.43 mmol) in DMSO (10 mL) was added 2,2-dimethylmorpholine (commercially available from ChemBridge Corporation) (1.9 mL, 16.9 mmol) dropwise. The reaction was heated to 60° C. and monitored with TLC and LC-MS. After 2.5 h, LC-MS showed that the reaction was complete. The mixture was cooled to rt then diluted with water. After extracting three times with EtOAc, the organic layers were combined then washed with br... As a reaction SMILES: [C:21]([n:22]1[cH:23][cH:24][n:25][cH:26]1)([n:27]1[cH:28][cH:29][n:30][cH:31]1)=[O:32].[CH2:39]1[O:40][CH2:41][CH2:42][CH2:43]1.[F:1][c:2]1[c:3]([NH:4][c:5]2[c:6]([C:13](=[O:14])[OH:15])[cH:7][n:8]([CH3:12])[c:9](=[O:11])[cH:10]2)[cH:16][cH:17][c:18]([I:20])[cH:19]1.[NH2:33][CH:34]([CH2:35][OH:36])[CH2:37][OH:38].[O:44]=[CH:45][N:46]([CH3:47])[CH3:48]>>[F:1][c:2]1[c:3]([NH:4][c:5]2[c:6]([C:13](=[O:15])[NH:33][CH:34]([CH2:35][OH:36])[CH2:37][OH:38])[cH:7][n:8]([CH3:12])[c:9](=[O:11])[cH:10]2)[cH:16][cH:17][c:18]([I:20])[cH:19]1. Reactants: O=C(n1ccnc1)n1ccnc1, C1CCOC1, Cn1cc(C(=O)O)c(Nc2ccc(I)cc2F)cc1=O, NC(CO)CO, CN(C)C=O. The product is Cn1cc(C(=O)NC(CO)CO)c(Nc2ccc(I)cc2F)cc1=O. Reactants: [OH-].[Li+] (lithium hydroxide), C(C)(C)C=1N=C(SC1)CCC1=CC=2N(C(C(=CN2)/C=C/C(=O)OCC)=O)C=C1 (ethyl (E)-3-{8-[2-(4-Isopropyl-1,3-thiazol-2-yl)ethyl]-4-oxo-4H-pyrido-[1,2-a]pyrimidin-3-yl}-2-propenoate), C(C)(C)C=1N=C(SC1)CCC1=CC=2N(C(C(=CN2)/C=C/C(=O)OCC)=O)C=C1 (Ethyl (E)-3-{8-[2-(4-isopropyl-1,3-thiazol-2-yl)ethyl]-4-oxo-4H-pyrido[1,2-a]-pyrimidin-3-yl}-2-propenoate). The solvent is CO (methanol), O1CCCC1 (tetrahydrofuran), O (water). Run at time 3.5 hour. Yields the product C(C)(C)C=1N=C(SC1)CCC1=CC=2N(C(C(=CN2)/C=C/C(=O)O)=O)C=C1 ((E)-3-{8-[2-(4-Isopropyl-1,3-thiazol-2-yl)ethyl]-4-oxo-4H-pyrido[1,2-a]pyrimidin-3-yl}-2-propenoic acid). RXN SMILES: [CH:1]([C:4]1[N:5]=[C:6]([CH2:9][CH2:10][C:11]2[CH:28]=[CH:27][N:14]3[C:15](=[O:26])[C:16](/[CH:19]=[CH:20]/[C:21]([O:23]CC)=[O:22])=[CH:17][N:18]=[C:13]3[CH:12]=2)[S:7][CH:8]=1)([CH3:3])[CH3:2].[OH-].[Li+]>O1CCCC1.CO.O>[CH:1]([C:4]1[N:5]=[C:6]([CH2:9][CH2:10][C:11]2[CH:28]=[CH:27][N:14]3[C:15](=[O:26])[C:16](/[CH:19]=[CH:20]/[C:21]([OH:23])=[O:22])=[CH:17][N:18]=[C:13]3[CH:12]=2)[S:7][CH:8]=1)([CH3:3])[CH3:2] |f:1.2|. Procedure details: The ethyl (E)-3-{8-[2-(4-Isopropyl-1,3-thiazol-2-yl)ethyl]-4-oxo-4H-pyrido-[1,2-a]pyrimidin-3-yl}-2-propenoate (15 mg) obtained in (A) was dissolved in tetrahydrofuran (1 ml) and methanol (0.5 ml), added with a solution of 8 mg of lithium hydroxide dissolved in 0.5 ml of water, and stirred at room temperature for 3.5 hours, and the solvent was concentrated under reduced pressure. The residue was distributed between ether and water, and the aqueous layer was separated, made pH 3 with hydrochloric...